From a dataset of the Open Reaction Database (ORD), a public repository of structured organic reaction records. describe an organic reaction: reactants, conditions, products, and yield The reactants are ClCCl, Cc1ncc2n1-c1ccc(Cl)cc1C(c1ccccc1)=NC2, O=C(OO)c1cccc(Cl)c1. Yields the product Cc1ncc2n1-c1ccc(Cl)cc1C(c1ccccc1)=[N+]([O-])C2. As a reaction SMILES: [CH2:34]([Cl:35])[Cl:36].[Cl:1][c:2]1[cH:3][cH:4][c:5]2[c:6]([cH:22]1)[C:7]([c:16]1[cH:17][cH:18][cH:19][cH:20][cH:21]1)=[N:8][CH2:9][c:10]1[n:11]-2[c:12]([CH3:15])[n:13][cH:14]1.[Cl:23][c:24]1[cH:25][cH:26][cH:27][c:28]([C:29]([O:30][OH:32])=[O:31])[cH:33]1>>[Cl:1][c:2]1[cH:3][cH:4][c:5]2[c:6]([cH:22]1)[C:7]([c:16]1[cH:17][cH:18][cH:19][cH:20][cH:21]1)=[N+:8]([O-:31])[CH2:9][c:10]1[n:11]-2[c:12]([CH3:15])[n:13][cH:14]1. Starting materials: CO, COC(=O)Cn1ccccc1=S, [Na+], [OH-]. Yields the product O=C(O)Cn1ccccc1=S. As a reaction SMILES: [CH3:15][OH:16].[CH3:1][O:2][C:3](=[O:4])[CH2:5][n:6]1[c:7](=[S:12])[cH:8][cH:9][cH:10][cH:11]1.[Na+:14].[OH-:13]>>[O:2]=[C:3]([OH:4])[CH2:5][n:6]1[c:7](=[S:12])[cH:8][cH:9][cH:10][cH:11]1. Reactants: COC(=O)CN1CCC(O)CC1, COC(=O)CC1CCC(OC)CC1. Yields the product COC(=O)CN1CCC(OC)CC1. As a reaction SMILES: [CH3:14][O:15][C:16]([CH2:17][N:18]1[CH2:19][CH2:20][CH:21]([OH:22])[CH2:23][CH2:24]1)=[O:25].[CH3:1][O:2][C:3](=[O:4])[CH2:5][CH:13]1[CH2:6][CH2:7][CH:8]([O:11][CH3:12])[CH2:9][CH2:10]1>>[CH2:6]1[CH2:7][CH:8]([O:11][CH3:12])[CH2:9][CH2:10][N:18]1[CH2:17][C:16]([O:15][CH3:14])=[O:25]. Reactants: ClC(Cl)(OC(OC(Cl)(Cl)Cl)=O)Cl (triphosgene), C(C)(C)C1=C(N)C=CC=C1 (2-isopropylaniline), NC=1C=C2CCN(CC2=CC1)C(=O)OC(C)(C)C (6-amino-2N-Boc-1,2,3,4-tetrahydroisoquinoline). The solvent is C(C)N(CC)CC (triethylamine), ClCCl (dichloromethane), ClCCl (dichloromethane), C(C)N(CC)CC (triethylamine), ClCCl (dichloromethane). Run at time 2 hour. Product: C(C)(C)(C)OC(=O)N1CC2=CC=C(C=C2CC1)NC(=O)NC1=C(C=CC=C1)C(C)C (6-[3-(2-isopropyl-phenyl)-ureido]-3,4-dihydro-1H-isoquinoline-2-carboxylic acid tert-butyl ester). Yield: 201.8%. As a reaction SMILES: Cl[C:2](Cl)([O:4]C(=O)OC(Cl)(Cl)Cl)Cl.[CH:13]([C:16]1[CH:22]=[CH:21][CH:20]=[CH:19][C:17]=1[NH2:18])([CH3:15])[CH3:14].[NH2:23][C:24]1[CH:25]=[C:26]2[C:31](=[CH:32][CH:33]=1)[CH2:30][N:29]([C:34]([O:36][C:37]([CH3:40])([CH3:39])[CH3:38])=[O:35])[CH2:28][CH2:27]2>C(N(CC)CC)C.ClCCl>[C:37]([O:36][C:34]([N:29]1[CH2:28][CH2:27][C:26]2[C:31](=[CH:32][CH:33]=[C:24]([NH:23][C:2]([NH:18][C:17]3[CH:19]=[CH:20][CH:21]=[CH:22][C:16]=3[CH:13]([CH3:15])[CH3:14])=[O:4])[CH:25]=2)[CH2:30]1)=[O:35])([CH3:40])([CH3:39])[CH3:38]. Reported procedure: To a dichloromethane (10 mL) solution of triphosgene (474 mg), a dichloromethane (10 mL) solution of 2-isopropylaniline (540 mg) and triethylamine (1.2 mL) was gradually added at room temperature. After 2 hours, a dichloromethane (10 mL) solution of 6-amino-2N-Boc-1,2,3,4-tetrahydroisoquinoline (993 mg) and triethylamine (1.2 mL) was added thereto. The reaction mixture was stirred for 30 minutes and concentrated. The residue was purified by chromatography (dichloromethane/ethyl acetate) to obtai... Reactants: CC(CN)(CN)C (2,2-dimethylpropane-1,3-diamine), Cl.NC(=N)N (guanidine hydrochloride). The solvent is C(C)O (ethanol). Product: Cl.CC1(CN=C(NC1)N)C (5,5-dimethyl-1,4,5,6-tetrahydropyrimidin-2-amine hydrochloride). Yield: 104.9%. RXN SMILES: [CH3:1][C:2]([CH3:7])([CH2:5][NH2:6])[CH2:3][NH2:4].[ClH:8].[NH2:9][C:10](N)=N>C(O)C>[ClH:8].[CH3:1][C:2]1([CH3:7])[CH2:5][NH:6][C:10]([NH2:9])=[N:4][CH2:3]1 |f:1.2,4.5|. Procedure: 2.5 g of 2,2-dimethylpropane-1,3-diamine and 2.17 g of guanidine hydrochloride are heated to 140° C. under argon for 4 h. After returning to RT, add ethanol and dry evaporate. 3.9 g (yield=95%) of 5,5-dimethyl-1,4,5,6-tetrahydropyrimidin-2-amine hydrochloride are obtained as a white powder used as such. Reactants: C(CCCCCCC)OC=1C=NC(=NC1)C1=CC=C(C=C1)\C=C\CCCC(C)OC(C)=O (5-octyloxy-2-{4-(6-acetoxy-1-trans-heptenyl)-phenyl}-pyrimidine), P(=O)([O-])([O-])[O-] (phosphate). The solvent is C(Cl)(Cl)Cl (chloroform). Run at time 40 hour. Yields the product C(CCCCCCC)OC=1C=NC(=NC1)C1=CC=C(C=C1)\C=C\CCCC(C)O ((-)-5-octyloxy-2-{4-(6-hydroxy-1-trans-heptenyl)phenyl}-pyrimidine), C(CCCCCCC)OC=1C=NC(=NC1)C1=CC=C(C=C1)\C=C\CCCC(C)OC(C)=O ((-)-5-octyloxy-2-{4-(6-acetoxy-1-trans-heptenyl)-phenyl}-pyrimidine). The yield is 53.0%. As a reaction SMILES: [CH2:1]([O:9][C:10]1[CH:11]=[N:12][C:13]([C:16]2[CH:21]=[CH:20][C:19](/[CH:22]=[CH:23]/[CH2:24][CH2:25][CH2:26][CH:27]([O:29][C:30](=[O:32])[CH3:31])[CH3:28])=[CH:18][CH:17]=2)=[N:14][CH:15]=1)[CH2:2][CH2:3][CH2:4][CH2:5][CH2:6][CH2:7][CH3:8].P([O-])([O-])([O-])=O>C(Cl)(Cl)Cl>[CH2:1]([O:9][C:10]1[CH:15]=[N:14][C:13]([C:16]2[CH:17]=[CH:18][C:19](/[CH:22]=[CH:23]/[CH2:24][CH2:25][CH2:26][CH:27]([OH:29])[CH3:28])=[CH:20][CH:21]=2)=[N:12][CH:11]=1)[CH2:2][CH2:3][CH2:4][CH2:5][CH2:6][CH2:7][CH3:8].[CH2:1]([O:9][C:10]1[CH:15]=[N:14][C:13]([C:16]2[CH:21]=[CH:20][C:19](/[CH:22]=[CH:23]/[CH2:24][CH2:25][CH2:26][CH:27]([O:29][C:30](=[O:32])[CH3:31])[CH3:28])=[CH:18][CH:17]=2)=[N:12][CH:11]=1)[CH2:2][CH2:3][CH2:4][CH2:5][CH2:6][CH2:7][CH3:8]. Reported procedure: A mixture of 4.5 g (10 mmol) of the 5-octyloxy-2-{4-(6-acetoxy-1-trans-heptenyl)-phenyl}-pyrimidine, 140 ml of 0.3M phosphate buffer solution (pH 7.0), 2 ml of chloroform and 0.5 g of Genus Pseudomonas lipase was stirred at 30°-35° C. for 40 hours. The mixture was then extracted with 100 ml of toluene, and the organic layer was washed with water and concentrated under reduced pressure. Separation of the residue thus obtained by silica gel column chromatography gave 1.8 g (yield 46%) of (-)-5-oct...